This data is from the Open Reaction Database (ORD), a public repository of structured organic reaction records. The task is: describe an organic reaction: reactants, conditions, products, and yield Reactants: [N+](=O)(O)[O-] (nitric acid), FC1=CC2=C(NC(CO2)=O)C=C1 (7-fluoro-2H-1,4-benzoxazin-3(4H)-one), resultant mixture. The solvent is S(O)(O)(=O)=O (sulfuric acid). Yields the product FC1=CC2=C(NC(CO2)=O)C=C1[N+](=O)[O-] (7-fluoro-6-nitro-2H-1,4-benzoxazin-3(4H)-one). Isolated yield 82.7%. Reaction SMILES: [F:1][C:2]1[CH:12]=[CH:11][C:5]2[NH:6][C:7](=[O:10])[CH2:8][O:9][C:4]=2[CH:3]=1.[N+:13]([O-])([OH:15])=[O:14]>S(=O)(=O)(O)O>[F:1][C:2]1[C:12]([N+:13]([O-:15])=[O:14])=[CH:11][C:5]2[NH:6][C:7](=[O:10])[CH2:8][O:9][C:4]=2[CH:3]=1. Procedure: A solution of 7-fluoro-2H-1,4-benzoxazin-3(4H)-one (2.0 g) in 80% aqueous sulfuric acid (30 ml) was cooled to 0° to 5° C., and 60% nitric acid (1.6 g) was gradually added thereto at 0° to 5° C. The resultant mixture was stirred at the same temperature for 30 minutes and poured onto ice water. The precipitated crystals were collected by filtration, washed with water and dried to give 7-fluoro-6-nitro-2H-1,4-benzoxazin-3(4H)-one (2.1 g) as pale brown crystals. m.p., 205.9° C. Starting materials: C1(=CC=CC=C1)C(C#N)C1=CC=CC=C1 (2,2-diphenylacetonitrile), [H-].[Na+] (sodium hydride), C1CCOC1 (THF). Yields the product C1(=CC=CC=C1)C(C#N)(CC=C)C1=CC=CC=C1 (2,2-diphenyl-4-pentenenitrile). RXN SMILES: [C:1]1([CH:7]([C:10]2[CH:15]=[CH:14][CH:13]=[CH:12][CH:11]=2)[C:8]#[N:9])[CH:6]=[CH:5][CH:4]=[CH:3][CH:2]=1.[H-].[Na+].[CH2:18]1[CH2:22]OC[CH2:19]1>>[C:10]1([C:7]([C:1]2[CH:2]=[CH:3][CH:4]=[CH:5][CH:6]=2)([CH2:22][CH:18]=[CH2:19])[C:8]#[N:9])[CH:11]=[CH:12][CH:13]=[CH:14][CH:15]=1 |f:1.2|. Reported procedure: A solution of 2,2-diphenylacetonitrile (9.15 g) in THF (22.5 ml) was added dropwise to a stirred slurry of 80% sodium hydride (2.85 g, washed twice with hexane) and THF, under nitrogen. The mixture was stirred vigorously until the evolution of gas ceased. Allyl bromide (6.3 g) was added by syringe, and the resultant mixture was stirred at room temperature for 18 hours. The mixture was carefully poured into ice water, and the aqueous mixture was extracted with ethyl acetate (3×). The combined ext... Reactants: C(C)(C)(C)OC(N(C)CC1=CN(C(=C1)C=1C=CC(=NC1)C=1C=NC(=CC1)Cl)S(=O)(=O)C=1C=NC=CC1)=O (tert-Butyl{[5-(6′-chloro-2,3′-bipyridin-5-yl)-1-(pyridin-3-ylsulfonyl)-1H-pyrrol-3-yl]methyl}methylcarbamate), C(C)(=O)OCC.Cl (hydrogen chloride-ethyl acetate). The solvent is C(C)O (ethanol). Run at temperature 70 celsius, time 30 minute. Yields the product ClC1=CC=C(C=N1)C1=NC=C(C=C1)C1=CC(=CN1S(=O)(=O)C=1C=NC=CC1)CNC (1-[5-(6′-chloro-2,3′-bipyridin-5-yl)-1-(pyridin-3-ylsulfonyl)-1H-pyrrol-3-yl]-N-methylmethanamine). As a reaction SMILES: C(O[C:6](=O)[N:7]([CH2:9][C:10]1[CH:14]=[C:13]([C:15]2[CH:16]=[CH:17][C:18]([C:21]3[CH:22]=[N:23][C:24]([Cl:27])=[CH:25][CH:26]=3)=[N:19][CH:20]=2)[N:12]([S:28]([C:31]2[CH:32]=[N:33][CH:34]=[CH:35][CH:36]=2)(=[O:30])=[O:29])[CH:11]=1)C)(C)(C)C.C(OCC)(=O)C.Cl>C(O)C>[Cl:27][C:24]1[N:23]=[CH:22][C:21]([C:18]2[CH:17]=[CH:16][C:15]([C:13]3[N:12]([S:28]([C:31]4[CH:32]=[N:33][CH:34]=[CH:35][CH:36]=4)(=[O:30])=[O:29])[CH:11]=[C:10]([CH2:9][NH:7][CH3:6])[CH:14]=3)=[CH:20][N:19]=2)=[CH:26][CH:25]=1 |f:1.2|. Reported procedure: tert-Butyl{[5-(6′-chloro-2,3′-bipyridin-5-yl)-1-(pyridin-3-ylsulfonyl)-1H-pyrrol-3-yl]methyl}methylcarbamate (100 mg) was dissolved in ethanol (8 mL), a 4 mol/L hydrogen chloride-ethyl acetate solution (2 mL) was added and the mixture was stirred at 70° C. for 30 min. The reaction mixture was concentrated under reduced pressure, a saturated aqueous sodium hydrogencarbonate solution was added, and the mixture was extracted with ethyl acetate. The extract was washed with saturated brine, and conce... Starting materials: CCN, COc1ccc2nc(-c3ccc(F)nc3)sc2c1, O. Yields the product CCNc1ccc(-c2nc3ccc(OC)cc3s2)cn1. RXN SMILES: [CH3:19][CH2:20][NH2:21].[F:1][c:2]1[cH:3][cH:4][c:5](-[c:8]2[s:9][c:10]3[c:11]([n:12]2)[cH:13][cH:14][c:15]([O:17][CH3:18])[cH:16]3)[cH:6][n:7]1.[OH2:22]>>[c:2]1([NH:21][CH2:20][CH3:19])[cH:3][cH:4][c:5](-[c:8]2[s:9][c:10]3[c:11]([n:12]2)[cH:13][cH:14][c:15]([O:17][CH3:18])[cH:16]3)[cH:6][n:7]1.